From a dataset of the Open Reaction Database (ORD), a public repository of structured organic reaction records. describe an organic reaction: reactants, conditions, products, and yield Reported procedure: A mixture of 7.9 grams (0.042 mol) of E-4-(p-isopropylphenyl)-3-butene-2-one, 4.7 grams (0.042 mol) of 2-thiophene carboxaldehyde, 2mL of 10% sodium hydroxide, 30 mL of water, and 75 mL of ethanol was stirred at ambient temperature for 15 hours. The product was collected by filtration and air dried to give 10.2 grams (86% of theoretical yield) of E,E-1-(p-isopropylphenyl)-5-(2-thienyl)-1,4-pentadien-3-one as a yellow solid. Melting point was determined to be 100°-101° C. Proton nuclear magnetic ... Reaction conditions: time 15 hour. Solvent: C(C)O (ethanol). The yield is 86.0%. Reactants: C(C)(C)C1=CC=C(C=C1)/C=C/C(C)=O (E-4-(p-isopropylphenyl)-3-butene-2-one), S1C(=CC=C1)C=O (2-thiophene carboxaldehyde), [OH-].[Na+] (sodium hydroxide), O (water). The product is C(C)(C)C1=CC=C(C=C1)\C=C\C(\C=C\C=1SC=CC1)=O (E,E-1-(p-isopropylphenyl)-5-(2-thienyl)-1,4-pentadien-3-one). Reaction SMILES: [CH:1]([C:4]1[CH:9]=[CH:8][C:7](/[CH:10]=[CH:11]/[C:12](=[O:14])[CH3:13])=[CH:6][CH:5]=1)([CH3:3])[CH3:2].[S:15]1[CH:19]=[CH:18][CH:17]=[C:16]1[CH:20]=O.[OH-].[Na+].O>C(O)C>[CH:1]([C:4]1[CH:5]=[CH:6][C:7](/[CH:10]=[CH:11]/[C:12](=[O:14])/[CH:13]=[CH:20]/[C:16]2[S:15][CH:19]=[CH:18][CH:17]=2)=[CH:8][CH:9]=1)([CH3:3])[CH3:2] |f:2.3|. Starting materials: CC1=C(C=C2C=NNC2=C1)C#N (6-methyl-1H-indazole-5-carbonitrile), [H-].[Al+3].[Li+].[H-].[H-].[H-] (lithium aluminum hydride), resultant mixture, CO (MeOH), [OH-].[Na+] (NaOH). Run in C1CCOC1 (THF), C1CCOC1 (THF), O (H2O), O (H2O). Yields the product C(C)C1=C(C=C2C=NNC2=C1)CN ((6-ethyl-1H-indazol-5-yl)methylamine). The yield is 30.0%. Reaction SMILES: [CH3:1][C:2]1[CH:10]=[C:9]2[C:5]([CH:6]=[N:7][NH:8]2)=[CH:4][C:3]=1[C:11]#[N:12].[H-].[Al+3].[Li+].[H-].[H-].[H-].[CH3:19]O.[OH-].[Na+]>C1COCC1.O>[CH2:1]([C:2]1[CH:10]=[C:9]2[C:5]([CH:6]=[N:7][NH:8]2)=[CH:4][C:3]=1[CH2:11][NH2:12])[CH3:19] |f:1.2.3.4.5.6,8.9|. Reported procedure: A solution of 6-methyl-1H-indazole-5-carbonitrile (preparation 32) (230 mg, 1.47 mmol) in THF (10 ml) under nitrogen was treated with a solution of lithium aluminum hydride (1N, 3.66 ml,3.66 mmol) in THF at 0° C. The resultant mixture was stirred for 16 hr warming to room temperature, then treated with MeOH (12 ml), H2O (0.8 ml), NaOH (4N, 2 ml) and H2O (4 ml). The resultant precipitate was removed by filtration, washed with THF and purified by chromatography (SiO2, eluting with 90:10:1 CH2Cl2:M... Starting materials: C, CO, COC(=O)c1ccccc1C=CCOc1ccccc1, [Pd]. Product: COC(=O)c1ccccc1CCCOc1ccccc1. Reaction SMILES: [C:23].[CH3:21][OH:22].[O:1]([c:2]1[cH:3][cH:4][cH:5][cH:6][cH:7]1)[CH2:8][CH:9]=[CH:10][c:11]1[c:12]([C:13](=[O:14])[O:15][CH3:16])[cH:17][cH:18][cH:19][cH:20]1.[Pd:24]>>[O:1]([c:2]1[cH:3][cH:4][cH:5][cH:6][cH:7]1)[CH2:8][CH2:9][CH2:10][c:11]1[c:12]([C:13](=[O:14])[O:15][CH3:16])[cH:17][cH:18][cH:19][cH:20]1. Starting materials: C(C1=CC=CC=C1)C1=C(C2=C(S1)C=CC=C2)C2=CC=C(C=C2)C2=CC(=C(C(=C2)Br)O)Br (4′-(2-benzyl-benzo[b]thiophen-3-yl)-3,5-dibromo-biphenyl-4-ol), COC([C@@H](O)CC1=CC=CC=C1)=O ((S)-(−)-3-phenyllactic acid methyl ester). The product is C(C1=CC=CC=C1)C1=C(C2=C(S1)C=CC=C2)C2=CC=C(C=C2)C2=CC(=C(C(=C2)Br)O[C@@H](C(=O)O)CC2=CC=CC=C2)Br ((2R)-2-[4′-(2-Benzyl-benzo[b]thiophene-3-yl)-3,5-dibromo-biphenyl-4-yloxy]-3-phenyl-propionic acid). Reaction SMILES: [CH2:1]([C:8]1[S:12][C:11]2[CH:13]=[CH:14][CH:15]=[CH:16][C:10]=2[C:9]=1[C:17]1[CH:22]=[CH:21][C:20]([C:23]2[CH:28]=[C:27]([Br:29])[C:26]([OH:30])=[C:25]([Br:31])[CH:24]=2)=[CH:19][CH:18]=1)[C:2]1[CH:7]=[CH:6][CH:5]=[CH:4][CH:3]=1.C[O:33][C:34](=[O:44])[C@H:35]([CH2:37][C:38]1[CH:43]=[CH:42][CH:41]=[CH:40][CH:39]=1)O>>[CH2:1]([C:8]1[S:12][C:11]2[CH:13]=[CH:14][CH:15]=[CH:16][C:10]=2[C:9]=1[C:17]1[CH:18]=[CH:19][C:20]([C:23]2[CH:28]=[C:27]([Br:29])[C:26]([O:30][C@H:35]([CH2:37][C:38]3[CH:43]=[CH:42][CH:41]=[CH:40][CH:39]=3)[C:34]([OH:44])=[O:33])=[C:25]([Br:31])[CH:24]=2)=[CH:21][CH:22]=1)[C:2]1[CH:3]=[CH:4][CH:5]=[CH:6][CH:7]=1. Reported procedure: The title compound was prepared from 4′-(2-benzyl-benzo[b]thiophen-3-yl)-3,5-dibromo-biphenyl-4-ol, and (S)-(−)-3-phenyllactic acid methyl ester, in substantially the same manner, as described in Example 1, steps g-h, and was obtained as a white solid, mp 87-89° C.; MS m/e 696 (M+); The reactants are COC(=O)CBr, CC(C)(C)OC(=O)CC(CCCC1CCCCC1)c1nc(CN)no1, C1CCOC1, CCOC(C)=O. Product: COC(=O)CNCc1noc(C(CCCC2CCCCC2)CC(=O)OC(C)(C)C)n1. RXN SMILES: [Br:26][CH2:27][C:28](=[O:29])[O:30][CH3:31].[C:1]([CH3:2])([CH3:3])([CH3:4])[O:5][C:6]([CH2:7][CH:8]([CH2:9][CH2:10][CH2:11][CH:12]1[CH2:13][CH2:14][CH2:15][CH2:16][CH2:17]1)[c:18]1[n:19][c:20]([CH2:23][NH2:24])[n:21][o:22]1)=[O:25].[CH2:32]1[O:33][CH2:34][CH2:35][CH2:36]1.[CH3:37][CH2:38][O:39][C:40]([CH3:41])=[O:42]>>[C:1]([CH3:2])([CH3:3])([CH3:4])[O:5][C:6]([CH2:7][CH:8]([CH2:9][CH2:10][CH2:11][CH:12]1[CH2:13][CH2:14][CH2:15][CH2:16][CH2:17]1)[c:18]1[n:19][c:20]([CH2:23][NH:24][CH2:27][C:28](=[O:29])[O:30][CH3:31])[n:21][o:22]1)=[O:25].